From a dataset of the Open Reaction Database (ORD), a public repository of structured organic reaction records. describe an organic reaction: reactants, conditions, products, and yield Starting materials: CCCCc1nc2cccnc2n1Cc1ccc(-c2cc(Cl)sc2-c2nnn[nH]2)cc1, CO, [K+], [OH-]. Product: CCCCc1nc2cccnc2n1Cc1ccc(-c2ccsc2-c2nnn[nH]2)cc1. Reaction SMILES: [CH2:1]([CH2:2][CH2:3][CH3:4])[c:5]1[n:6][c:7]2[c:8]([n:9][cH:10][cH:11][cH:12]2)[n:13]1[CH2:14][c:15]1[cH:16][cH:17][c:18](-[c:21]2[c:22](-[c:27]3[n:28][n:29][n:30][nH:31]3)[s:23][c:24]([Cl:26])[cH:25]2)[cH:19][cH:20]1.[CH3:34][OH:35].[K+:33].[OH-:32]>>[CH2:1]([CH2:2][CH2:3][CH3:4])[c:5]1[n:6][c:7]2[c:8]([n:9][cH:10][cH:11][cH:12]2)[n:13]1[CH2:14][c:15]1[cH:16][cH:17][c:18](-[c:21]2[c:22](-[c:27]3[n:28][n:29][n:30][nH:31]3)[s:23][cH:24][cH:25]2)[cH:19][cH:20]1.